Dataset: the Open Reaction Database (ORD), a public repository of structured organic reaction records. Task: describe an organic reaction: reactants, conditions, products, and yield Starting materials: C(=O)C1=CC=C(C=C1)C1=NC=2N(C=C1C1=CC=CC=C1)C(=CN2)C#N (7-(4-formylphenyl)-6-phenylimidazo[1,2-a]pyrimidine-3-carbonitrile), C[Zn]Cl (MeZnCl), ZnCN2. Product: CC1=CN=C2N1C=C(C(=N2)C2=CC=C(C=O)C=C2)C2=CC=CC=C2 (4-(3-methyl-6-phenyl-imidazo[1,2-a]pyrimidin-7-yl)-benzaldehyde). RXN SMILES: [CH:1]([C:3]1[CH:8]=[CH:7][C:6]([C:9]2[C:14]([C:15]3[CH:20]=[CH:19][CH:18]=[CH:17][CH:16]=3)=[CH:13][N:12]3[C:21]([C:24]#N)=[CH:22][N:23]=[C:11]3[N:10]=2)=[CH:5][CH:4]=1)=[O:2].C[Zn]Cl>>[CH3:24][C:21]1[N:12]2[CH:13]=[C:14]([C:15]3[CH:20]=[CH:19][CH:18]=[CH:17][CH:16]=3)[C:9]([C:6]3[CH:7]=[CH:8][C:3]([CH:1]=[O:2])=[CH:4][CH:5]=3)=[N:10][C:11]2=[N:23][CH:22]=1. Reported procedure: The compound was synthesized in a manner according to 7-(4-formylphenyl)-6-phenylimidazo[1,2-a]pyrimidine-3-carbonitrile by using MeZnCl instead of Zn and ZnCN2.